describe an organic reaction: reactants, conditions, products, and yield From a dataset of the Open Reaction Database (ORD), a public repository of structured organic reaction records. The reactants are N1(CCNCC1)C(=O)C1=C(C=CC=C1)C(F)(F)F (piperazin-1-yl-(2-trifluoromethyl-phenyl)-methanone), Cl (HCl). Conditions: temperature 0 celsius, time 30 minute. Yields the product Cl.N1(CCNCC1)C(=O)C1=C(C=CC=C1)C(F)(F)F (piperazin-1-yl-(2-trifluoromethyl-phenyl)-methanone hydrochloride). The yield is 91.0%. As a reaction SMILES: [N:1]1([C:7]([C:9]2[CH:14]=[CH:13][CH:12]=[CH:11][C:10]=2[C:15]([F:18])([F:17])[F:16])=[O:8])[CH2:6][CH2:5][NH:4][CH2:3][CH2:2]1.[ClH:19]>>[ClH:19].[N:1]1([C:7]([C:9]2[CH:14]=[CH:13][CH:12]=[CH:11][C:10]=2[C:15]([F:17])([F:16])[F:18])=[O:8])[CH2:6][CH2:5][NH:4][CH2:3][CH2:2]1 |f:2.3|. Procedure: Ethereal HCl (30 mL) was added to piperazin-1-yl-(2-trifluoromethyl-phenyl)-methanone (5.5 g, 21.40 mmol) and the resulting mixture was stirred at 0° C. for 30 minutes. The ether was then evaporated to afford 5.7 g (91% yield) of piperazin-1-yl-(2-trifluoromethyl-phenyl)-methanone hydrochloride. The reactants are C(C1=CC=CC=C1)O[C@H]1[C@@H](OC)O[C@@H]([C@H]([C@@H]1OCC1=CC=CC=C1)OCC1=CC=CC=C1)CO (methyl 2,3,4-tri-O-benzyl-α-D-glucopyranoside), C(C)(=O)O[C@@H]1[C@@H]([C@H]([C@H](O[C@@H]1COCC1=CC=CC=C1)Cl)OCC1=CC=CC=C1)OCC1=CC=CC=C1 (4-O-acetyl-2,3,6-tri-O-benzyl-α-D-galactopyranosyl chloride), CC1=NC(=CC(=C1)C)C (2,4,6-trimethylpyridine). Reagents/catalysts: Cl(=O)(=O)(=O)[O-].[Ag+] (silver perchlorate). Run in CCOCC (ether). Conditions: temperature -30 celsius, time 15 minute. Yields the product C(C)(=O)O[C@@H]1[C@@H]([C@H]([C@H](O[C@@H]1COCC1=CC=CC=C1)OC[C@@H]1[C@H]([C@@H]([C@H]([C@@H](OC)O1)OCC1=CC=CC=C1)OCC1=CC=CC=C1)OCC1=CC=CC=C1)OCC1=CC=CC=C1)OCC1=CC=CC=C1 (methyl 6-O-(4-O-acetyl-2,3,6-tri-O-benzyl-α-D-galactopyranosyl)-2,3,4-tri-O-benzyl-α-D-glucopyranoside). RXN SMILES: [CH2:1]([O:8][C@@H:9]1[C@@H:16]([O:17][CH2:18][C:19]2[CH:24]=[CH:23][CH:22]=[CH:21][CH:20]=2)[C@H:15]([O:25][CH2:26][C:27]2[CH:32]=[CH:31][CH:30]=[CH:29][CH:28]=2)[C@@H:14]([CH2:33][OH:34])[O:13][C@@H:10]1[O:11][CH3:12])[C:2]1[CH:7]=[CH:6][CH:5]=[CH:4][CH:3]=1.[C:35]([O:38][C@H:39]1[C@@H:44]([CH2:45][O:46][CH2:47][C:48]2[CH:53]=[CH:52][CH:51]=[CH:50][CH:49]=2)[O:43][C@H:42](Cl)[C@H:41]([O:55][CH2:56][C:57]2[CH:62]=[CH:61][CH:60]=[CH:59][CH:58]=2)[C@H:40]1[O:63][CH2:64][C:65]1[CH:70]=[CH:69][CH:68]=[CH:67][CH:66]=1)(=[O:37])[CH3:36].CC1C=C(C)C=C(C)N=1>CCOCC.Cl([O-])(=O)(=O)=O.[Ag+]>[C:35]([O:38][C@H:39]1[C@@H:44]([CH2:45][O:46][CH2:47][C:48]2[CH:53]=[CH:52][CH:51]=[CH:50][CH:49]=2)[O:43][C@H:42]([O:34][CH2:33][C@H:14]2[O:13][C@H:10]([O:11][CH3:12])[C@H:9]([O:8][CH2:1][C:2]3[CH:7]=[CH:6][CH:5]=[CH:4][CH:3]=3)[C@@H:16]([O:17][CH2:18][C:19]3[CH:20]=[CH:21][CH:22]=[CH:23][CH:24]=3)[C@@H:15]2[O:25][CH2:26][C:27]2[CH:28]=[CH:29][CH:30]=[CH:31][CH:32]=2)[C@H:41]([O:55][CH2:56][C:57]2[CH:58]=[CH:59][CH:60]=[CH:61][CH:62]=2)[C@H:40]1[O:63][CH2:64][C:65]1[CH:66]=[CH:67][CH:68]=[CH:69][CH:70]=1)(=[O:37])[CH3:36] |f:4.5|. Procedure details: Ethereal silver perchlorate (0.08 M, 76.9 mL, 6.15 mmol) is added with stirring at -30° C. to a solution of methyl 2,3,4-tri-O-benzyl-α-D-glucopyranoside (2.078 g, 4.48 mmol), 4-O-acetyl-2,3,6-tri-O-benzyl-α-D-galactopyranosyl chloride (2.859 g, 5.6 mmol) and 2,4,6-trimethylpyridine (0.81 mL, 6.15 mmol) in ether (20 mL). The mixture is stirred 15 min at -30° C. and silver chloride precipitated. The mixture is filtered through a celite pad, the solids are washed with ether, the filtrate is concen... Starting materials: NC1CCN(CC1)CC1=CC2=CC=CC=C2C=C1 (4-Amino-1-(naphth-2-ylmethyl)piperidine), C(=O)(C1=CC=CS1)NC(=O)N (1-(then-2-oyl)urea), N1=CC=CC=C1 (pyridine). The product is C1=C(C=CC2=CC=CC=C12)CC1NCCC(C1)NC(=O)NC(=O)C1=CC=CS1 (1-[2-(Naphth-2-ylmethyl)piperid-4-yl]-3-(then-2-oyl)urea). As a reaction SMILES: NC1CCN([CH2:8][C:9]2[CH:18]=[CH:17][C:16]3[C:11](=[CH:12][CH:13]=[CH:14][CH:15]=3)[CH:10]=2)CC1.[C:19]([NH:26][C:27]([NH2:29])=[O:28])([C:21]1[S:25][CH:24]=[CH:23][CH:22]=1)=[O:20].[N:30]1[CH:35]=[CH:34][CH:33]=[CH:32][CH:31]=1>>[CH:10]1[C:11]2[C:16](=[CH:15][CH:14]=[CH:13][CH:12]=2)[CH:17]=[CH:18][C:9]=1[CH2:8][CH:31]1[CH2:32][CH:33]([NH:29][C:27]([NH:26][C:19]([C:21]2[S:25][CH:24]=[CH:23][CH:22]=2)=[O:20])=[O:28])[CH2:34][CH2:35][NH:30]1. Procedure: 4-Amino-1-(naphth-2-ylmethyl)piperidine (1.0 g, 0.0047 m) and 1-(then-2-oyl)urea (0.65 g, 0.0042 m) in pyridine (5 cm3) was refluxed for 9.5 hours. The solvent was evaporated, water added, and the precipitated title compound filtered and washed well with water. This was recrystallised from ethanol, converted to the hydrochloride salt in ethanol with ethanolic HCl, and recrystallised from ethanol, 0.5 g, at the hydrochloride, m.p. 217°-219° C. Starting materials: CN1CCCC1=O, CN1CCc2[nH]c3c(F)cc(Cl)cc3c2C1, C=Cc1ccc(C(F)(F)F)nc1, [K+], [OH-]. Yields the product CN1CCc2c(c3cc(Cl)cc(F)c3n2CCc2ccc(C(F)(F)F)nc2)C1. RXN SMILES: [CH3:31][N:32]1[CH2:33][CH2:34][CH2:35][C:36]1=[O:37].[Cl:1][c:2]1[cH:3][c:4]2[c:5]3[c:6]([nH:7][c:8]2[c:9]([F:11])[cH:10]1)[CH2:12][CH2:13][N:14]([CH3:16])[CH2:15]3.[F:19][C:20]([c:21]1[n:22][cH:23][c:24]([CH:27]=[CH2:28])[cH:25][cH:26]1)([F:29])[F:30].[K+:18].[OH-:17]>>[Cl:1][c:2]1[cH:3][c:4]2[c:5]3[c:6]([n:7]([CH2:28][CH2:27][c:24]4[cH:23][n:22][c:21]([C:20]([F:19])([F:29])[F:30])[cH:26][cH:25]4)[c:8]2[c:9]([F:11])[cH:10]1)[CH2:12][CH2:13][N:14]([CH3:16])[CH2:15]3. Reaction SMILES: [Br:22][CH2:23][CH2:24][CH2:25][Br:26].[CH2:28]([N+:29]([CH2:30][CH2:31][CH2:32][CH3:33])([CH2:34][CH2:35][CH2:36][CH3:37])[CH2:38][CH2:39][CH2:40][CH3:41])[CH2:42][CH2:43][CH3:44].[CH3:45][CH2:46][O:47][CH2:48][CH3:49].[Cl-:27].[K+:2].[OH-:1].[OH2:3].[OH:4][c:5]1[cH:6][cH:7][cH:8][c:9]2[c:13]1[O:12][C:11]([CH3:14])([CH3:15])[CH:10]2[N:16]1[CH2:17][CH2:18][CH2:19][CH2:20][CH2:21]1>>[O:4]([c:5]1[cH:6][cH:7][cH:8][c:9]2[c:13]1[O:12][C:11]([CH3:14])([CH3:15])[CH:10]2[N:16]1[CH2:17][CH2:18][CH2:19][CH2:20][CH2:21]1)[CH2:25][CH2:24][CH2:23][Br:22]. Product: CC1(C)Oc2c(OCCCBr)cccc2C1N1CCCCC1. The reactants are BrCCCBr, CCCC[N+](CCCC)(CCCC)CCCC, CCOCC, [Cl-], [K+], [OH-], O, CC1(C)Oc2c(O)cccc2C1N1CCCCC1. Reactants: CO, Cc1ccccc1, CC(=O)O, N#CC1=C(C#N)C(=O)C(Cl)=C(Cl)C1=O, O=CC=Cc1ccccc1. Yields the product COC(=O)C=Cc1ccccc1. As a reaction SMILES: [CH3:25][OH:26].[CH3:27][c:28]1[cH:29][cH:30][cH:31][cH:32][cH:33]1.[CH3:34][C:35](=[O:36])[OH:37].[Cl:11][C:12]1=[C:23]([Cl:24])[C:16](=[O:19])[C:20]([C:21]#[N:22])=[C:15]([C:17]#[N:18])[C:13]1=[O:14].[O:1]=[CH:2][CH:3]=[CH:4][c:5]1[cH:6][cH:7][cH:8][cH:9][cH:10]1>>[O:1]=[C:2]([CH:3]=[CH:4][c:5]1[cH:6][cH:7][cH:8][cH:9][cH:10]1)[O:19][CH3:16]. Starting materials: O (Water), C([O-])([O-])=O.[K+].[K+] (potassium carbonate), C1(=CC=CC=C1)CCCBr (3-phenylpropylbromide), C(C)(C)(C)OC(NC1(COC(OC1)(C)C)\C=C\C1=CC(=C(C=C1)O)C(F)(F)F)=O ((E)-{5-[2-(4-hydroxy-3-trifluoromethylphenyl)vinyl]-2,2-dimethyl-1,3-dioxan-5-yl}carbamic acid t-butyl ester). Solvent: CN(C=O)C (N,N-dimethylformamide). Reaction conditions: temperature 50 celsius, time 2 hour. Product: C(C)(C)(C)OC(NC1(COC(OC1)(C)C)\C=C\C1=CC(=C(C=C1)OCCCC1=CC=CC=C1)C(F)(F)F)=O ((E)-(2,2-dimethyl-5-{2-[4-(3-phenylpropoxy)-3-trifluoromethylphenyl]vinyl}-1,3-dioxan-5-yl)carbamic acid t-butyl ester). RXN SMILES: [C:1]([O:5][C:6](=[O:29])[NH:7][C:8]1(/[CH:16]=[CH:17]/[C:18]2[CH:23]=[CH:22][C:21]([OH:24])=[C:20]([C:25]([F:28])([F:27])[F:26])[CH:19]=2)[CH2:13][O:12][C:11]([CH3:15])([CH3:14])[O:10][CH2:9]1)([CH3:4])([CH3:3])[CH3:2].C(=O)([O-])[O-].[K+].[K+].[C:36]1([CH2:42][CH2:43][CH2:44]Br)[CH:41]=[CH:40][CH:39]=[CH:38][CH:37]=1.O>CN(C)C=O>[C:1]([O:5][C:6](=[O:29])[NH:7][C:8]1(/[CH:16]=[CH:17]/[C:18]2[CH:23]=[CH:22][C:21]([O:24][CH2:44][CH2:43][CH2:42][C:36]3[CH:41]=[CH:40][CH:39]=[CH:38][CH:37]=3)=[C:20]([C:25]([F:28])([F:26])[F:27])[CH:19]=2)[CH2:13][O:12][C:11]([CH3:15])([CH3:14])[O:10][CH2:9]1)([CH3:2])([CH3:3])[CH3:4] |f:1.2.3|. Procedure details: Compound 93-8 (400 mg) was dissolved in N,N-dimethylformamide (10 ml), potassium carbonate (397 mg) and 3-phenylpropylbromide (0.175 ml) were added, and the mixture was stirred at 50° C. for 2 hr, and at 70° C. for 1 hr. Water was added to the reaction mixture, and the mixture was extracted with ethyl acetate, washed with water and saturated brine, and dried over anhydrous magnesium sulfate. The solvent was evaporated under reduced pressure to give the object product (560 mg) as a colorless oil. Starting materials: ClCCC1=CC(=C(C=C1)N(C(C)=O)C)C (N-[4-(2-chloro-ethyl)-2-methyl-phenyl]-N-methyl-acetamide), Cl.N1(CCNCC1)C1=NNC2=CC=CC=C12 (3-piperazin-1-yl-1H-indazole hydrochloride). Product: N1N=C(C2=CC=CC=C12)N1CCN(CC1)CCC1=CC(=C(C=C1)N(C(C)=O)C)C (N-(4-{2-[4-(1H-indazol-3-yl)-piperazin-1-yl]-ethyl}-2-methyl-phenyl)-N-methyl-acetamide), hydrochloride salt. Yield: 45.0%. RXN SMILES: Cl[CH2:2][CH2:3][C:4]1[CH:9]=[CH:8][C:7]([N:10]([CH3:14])[C:11](=[O:13])[CH3:12])=[C:6]([CH3:15])[CH:5]=1.Cl.[N:17]1([C:23]2[C:31]3[C:26](=[CH:27][CH:28]=[CH:29][CH:30]=3)[NH:25][N:24]=2)[CH2:22][CH2:21][NH:20][CH2:19][CH2:18]1>>[NH:25]1[C:26]2[C:31](=[CH:30][CH:29]=[CH:28][CH:27]=2)[C:23]([N:17]2[CH2:18][CH2:19][N:20]([CH2:2][CH2:3][C:4]3[CH:9]=[CH:8][C:7]([N:10]([CH3:14])[C:11](=[O:13])[CH3:12])=[C:6]([CH3:15])[CH:5]=3)[CH2:21][CH2:22]2)=[N:24]1 |f:1.2|. Procedure details: Starting with N-[4-(2-chloro-ethyl)-2-methyl-phenyl]-N-methyl-acetamide (0.195 g, 0.863 mmol) and 3-piperazin-1-yl-1H-indazole hydrochloride (0.309 g, 1.24 mmol) and following the procedure as outlined in Example 501, N-(4-{2-[4-(1H-indazol-3-yl)-piperazin-1-yl]-ethyl}-2-methyl-phenyl)-N-methyl-acetamide was obtained as its hydrochloride salt (0.152 g, 0.388 mmol). Yield=45%. 100% purity @ 254 nm; LCMS (APCI): 392.3 [M+H]+; 1H NMR (400 MHz, DMSO-d6) δ 12.19 (s, 1H), 10.57 (bs, 1H), 7.79 (d, J=8.... Starting materials: ClC=1C=C2C(C(NC2=CC1)=O)=O (5-chloroisatin), C1(=CC=C(C=C1)S(=O)(=O)Cl)C (p-tolylsulfonyl chloride). Yields the product ClC=1C=C2C(C(N(C2=CC1)S(=O)(=O)C1=CC=C(C=C1)C)=O)=O (5-chloro-N-(p-tolylsulfonyl)-isatin). Reaction SMILES: [Cl:1][C:2]1[CH:3]=[C:4]2[C:8](=[CH:9][CH:10]=1)[NH:7][C:6](=[O:11])[C:5]2=[O:12].[C:13]1([CH3:23])[CH:18]=[CH:17][C:16]([S:19](Cl)(=[O:21])=[O:20])=[CH:15][CH:14]=1>>[Cl:1][C:2]1[CH:3]=[C:4]2[C:8](=[CH:9][CH:10]=1)[N:7]([S:19]([C:16]1[CH:17]=[CH:18][C:13]([CH3:23])=[CH:14][CH:15]=1)(=[O:21])=[O:20])[C:6](=[O:11])[C:5]2=[O:12]. Reported procedure: 5-chloro-N-(p-tolylsulfonyl)-isatin was prepared by the method of Example 3, Step B from 5-chloroisatin and p-tolylsulfonyl chloride.